The task is: describe an organic reaction: reactants, conditions, products, and yield. This data is from the Open Reaction Database (ORD), a public repository of structured organic reaction records. The reactants are COC(C1=CC=C(C=C1)C(CC(C)C)OC1=CC=C(C=C1)C1=CC=C(C=C1)C(C)(C)C)=O (4-[1-(4′-tertbutyl-biphenyl-4-yloxy)-3-methyl-butyl]-benzoic acid methyl ester), [OH-].[Na+] (sodium hydroxide). Solvent: C(C)O (ethanol). The product is C(C)(C)(C)C1=CC=C(C=C1)C1=CC=C(C=C1)OC(CC(C)C)C1=CC=C(C(=O)O)C=C1 (4-[1-(4′-tertbutyl-biphenyl-4-yloxy)-3-methyl-butyl]-benzoic acid). Reaction SMILES: C[O:2][C:3](=[O:32])[C:4]1[CH:9]=[CH:8][C:7]([CH:10]([O:15][C:16]2[CH:21]=[CH:20][C:19]([C:22]3[CH:27]=[CH:26][C:25]([C:28]([CH3:31])([CH3:30])[CH3:29])=[CH:24][CH:23]=3)=[CH:18][CH:17]=2)[CH2:11][CH:12]([CH3:14])[CH3:13])=[CH:6][CH:5]=1.[OH-].[Na+]>C(O)C>[C:28]([C:25]1[CH:24]=[CH:23][C:22]([C:19]2[CH:20]=[CH:21][C:16]([O:15][CH:10]([C:7]3[CH:6]=[CH:5][C:4]([C:3]([OH:32])=[O:2])=[CH:9][CH:8]=3)[CH2:11][CH:12]([CH3:14])[CH3:13])=[CH:17][CH:18]=2)=[CH:27][CH:26]=1)([CH3:30])([CH3:31])[CH3:29] |f:1.2|. Reported procedure: To a solution of racemic 4-(1-hydroxy-3-methyl-butyl)-benzoic acid methyl ester (300 mg, 1.35 mmol) in toluene (14 mL) is added 1,1′-(azodicarbonyl)dipiperidine (ADDP, 512 mg, 2.03 mmol) at 0° C., followed by the addition of tributylphosphine (0.5 mL, 2.03 mmol) and 4′-tert butyl-biphenyl-4-ol (367 mg, 1.62 mmol). The reaction mixture is warmed up to room temperature and stirred overnight. The mixture is loaded on silica gel, eluted with hexanes with a gradient from 0% of ethyl acetate to 50% of...